This data is from the Open Reaction Database (ORD), a public repository of structured organic reaction records. The task is: describe an organic reaction: reactants, conditions, products, and yield Product: C=CCCCC(=O)CCC(C)OC(=O)c1c(C=C)cc(OC)cc1OC. RXN SMILES: [CH3:1][CH:2]([CH2:3][CH2:4][C:5]([CH2:6][CH2:7][CH2:8][CH:9]=[CH2:10])=[O:11])[O:12][C:13]([c:14]1[c:15]([O:30][CH3:31])[cH:16][c:17]([O:28][CH3:29])[cH:18][c:19]1[O:20][S:21]([C:22]([F:23])([F:24])[F:25])(=[O:26])=[O:27])=[O:32].[CH3:51][N:52]([CH3:53])[CH:54]=[O:55].[CH:35](=[CH2:36])[Sn:37]([CH2:38][CH2:39][CH2:40][CH3:41])([CH2:42][CH2:43][CH2:44][CH3:45])[CH2:46][CH2:47][CH2:48][CH3:49].[Cl-:34].[Li+:33].[OH2:50].[Pd:56]([Cl:57])[Cl:58].[c:59]1([P:60]([c:61]2[cH:62][cH:63][cH:64][cH:65][cH:66]2)[c:67]2[cH:68][cH:69][cH:70][cH:71][cH:72]2)[cH:73][cH:74][cH:75][cH:76][cH:77]1.[c:78]1([P:79]([c:80]2[cH:81][cH:82][cH:83][cH:84][cH:85]2)[c:86]2[cH:87][cH:88][cH:89][cH:90][cH:91]2)[cH:92][cH:93][cH:94][cH:95][cH:96]1>>[CH3:1][CH:2]([CH2:3][CH2:4][C:5]([CH2:6][CH2:7][CH2:8][CH:9]=[CH2:10])=[O:11])[O:12][C:13]([c:14]1[c:15]([O:30][CH3:31])[cH:16][c:17]([O:28][CH3:29])[cH:18][c:19]1[CH:35]=[CH2:36])=[O:32]. Starting materials: C=CCCCC(=O)CCC(C)OC(=O)c1c(OC)cc(OC)cc1OS(=O)(=O)C(F)(F)F, CN(C)C=O, C=C[Sn](CCCC)(CCCC)CCCC, [Cl-], [Li+], O, Cl[Pd]Cl, c1ccc(P(c2ccccc2)c2ccccc2)cc1, c1ccc(P(c2ccccc2)c2ccccc2)cc1. Starting materials: [Cl-], C[Si](C)(C)CCOCN(COCC[Si](C)(C)C)c1cc(Cl)nc2ccnn12, [H-], [NH4+], [Na+], CN(C)C=O, COC(=O)c1ccc(O)cc1. Yields the product COC(=O)c1ccc(Oc2cc(N(COCC[Si](C)(C)C)COCC[Si](C)(C)C)n3nccc3n2)cc1. RXN SMILES: [Cl-:41].[Cl:14][c:15]1[n:16][c:17]2[n:18]([c:19]([N:21]([CH2:22][O:23][CH2:24][CH2:25][Si:26]([CH3:27])([CH3:28])[CH3:29])[CH2:30][O:31][CH2:32][CH2:33][Si:34]([CH3:35])([CH3:36])[CH3:37])[cH:20]1)[n:38][cH:39][cH:40]2.[H-:13].[NH4+:42].[Na+:12].[O:43]=[CH:44][N:45]([CH3:46])[CH3:47].[OH:1][c:2]1[cH:3][cH:4][c:5]([C:6](=[O:7])[O:8][CH3:9])[cH:10][cH:11]1>>[O:1]([c:2]1[cH:3][cH:4][c:5]([C:6](=[O:7])[O:8][CH3:9])[cH:10][cH:11]1)[c:15]1[n:16][c:17]2[n:18]([c:19]([N:21]([CH2:22][O:23][CH2:24][CH2:25][Si:26]([CH3:27])([CH3:28])[CH3:29])[CH2:30][O:31][CH2:32][CH2:33][Si:34]([CH3:35])([CH3:36])[CH3:37])[cH:20]1)[n:38][cH:39][cH:40]2. Starting materials: C(#N)C=1SC=C(C1N)C1=C(C=C(C=C1C)C)C (2-cyano-3-amino-4-(2,4,6-trimethylphenyl)-thiophene), C(C)(=O)OC(C)=O (acetic anhydride), crude mixture, C(C)(=O)OCC (ethyl acetate), C(=O)(O)[O-].[Na+] (NaHCO3). The solvent is C(C)(=O)O (acetic acid), O (water). Conditions: temperature 110 celsius, time 1 hour. The product is C(#N)C=1SC=C(C1NC(C)=O)C1=C(C=C(C=C1C)C)C (N-[2-cyano-4-(2,4,6-trimethylpenyl)-thiophen-3-yl]-acetamide). RXN SMILES: [C:1]([C:3]1[S:4][CH:5]=[C:6]([C:9]2[C:14]([CH3:15])=[CH:13][C:12]([CH3:16])=[CH:11][C:10]=2[CH3:17])[C:7]=1[NH2:8])#[N:2].[C:18](OC(=O)C)(=[O:20])[CH3:19].C(OCC)(=O)C.C([O-])(O)=O.[Na+]>C(O)(=O)C.O>[C:1]([C:3]1[S:4][CH:5]=[C:6]([C:9]2[C:10]([CH3:17])=[CH:11][C:12]([CH3:16])=[CH:13][C:14]=2[CH3:15])[C:7]=1[NH:8][C:18](=[O:20])[CH3:19])#[N:2] |f:3.4|. Reported procedure: To a solution of intermediate 3 (6.0 g) in acetic acid (6 ml) was added acetic anhydride (5 g). The reaction mixture was stirred for 1 hour at 110° C. After cooling, the crude mixture was poured into a mixture of ethyl acetate (400 ml), water (600 ml) and saturated NaHCO3 (200 ml). The organid layer was rinsed with water and concetrated. The residue was purified by column chromatography on SiO2 (gradient; hexane: diethyl ether=2:1 to hexane:ethyl acetate=1:1) to give N-[2-cyano-4-(2,4,6-trimethy... The reactants are CC(C)(C)OC(=O)N1CCCCC1CCOc1cccc(Oc2ccccc2)c1, Cl, C1COCCO1. Yields the product Cl, c1ccc(Oc2cccc(OCCC3CCCCN3)c2)cc1. As a reaction SMILES: [C:1]([O:2][C:3](=[O:4])[N:8]1[CH:9]([CH2:14][CH2:15][O:16][c:17]2[cH:18][c:19]([O:23][c:24]3[cH:25][cH:26][cH:27][cH:28][cH:29]3)[cH:20][cH:21][cH:22]2)[CH2:10][CH2:11][CH2:12][CH2:13]1)([CH3:5])([CH3:6])[CH3:7].[ClH:30].[O:31]1[CH2:32][CH2:33][O:34][CH2:35][CH2:36]1>>[ClH:30].[NH:8]1[CH:9]([CH2:14][CH2:15][O:16][c:17]2[cH:18][c:19]([O:23][c:24]3[cH:25][cH:26][cH:27][cH:28][cH:29]3)[cH:20][cH:21][cH:22]2)[CH2:10][CH2:11][CH2:12][CH2:13]1. Reactants: FC=1C=C2C=CN(C(C2=CC1C1=CC=CC=C1)=O)CC1=CC=C(C=C1)OC (6-Fluoro-2-(4-methoxy-benzyl)-7-phenyl-2H-isoquinolin-1-one), [H-].[Na+] (sodium hydride), C(C)(C)(C)OC(=O)N1CCC(CC1)O (4-hydroxy-piperidine-1-carboxylic acid tert-butyl ester), [H-].[Na+] (sodium hydride). The solvent is CC(=O)N(C)C (dimethylacetamide), CC(=O)N(C)C (dimethylacetamide). Conditions: time 8 hour. The product is C(C)(C)(C)OC(=O)N1CCC(CC1)OC=1C=C2C=CN(C(C2=CC1C1=CC=CC=C1)=O)CC1=CC=C(C=C1)OC (4-[2-(4-Methoxy-benzyl)-1-oxo-7-phenyl-1,2-dihydro-isoquinolin-6-yloxy]-piperidine-1-carboxylic acid tert-butyl ester). RXN SMILES: [C:1]([O:5][C:6]([N:8]1[CH2:13][CH2:12][CH:11]([OH:14])[CH2:10][CH2:9]1)=[O:7])([CH3:4])([CH3:3])[CH3:2].[H-].[Na+].F[C:18]1[CH:19]=[C:20]2[C:25](=[CH:26][C:27]=1[C:28]1[CH:33]=[CH:32][CH:31]=[CH:30][CH:29]=1)[C:24](=[O:34])[N:23]([CH2:35][C:36]1[CH:41]=[CH:40][C:39]([O:42][CH3:43])=[CH:38][CH:37]=1)[CH:22]=[CH:21]2>CC(N(C)C)=O>[C:1]([O:5][C:6]([N:8]1[CH2:13][CH2:12][CH:11]([O:14][C:18]2[CH:19]=[C:20]3[C:25](=[CH:26][C:27]=2[C:28]2[CH:29]=[CH:30][CH:31]=[CH:32][CH:33]=2)[C:24](=[O:34])[N:23]([CH2:35][C:36]2[CH:37]=[CH:38][C:39]([O:42][CH3:43])=[CH:40][CH:41]=2)[CH:22]=[CH:21]3)[CH2:10][CH2:9]1)=[O:7])([CH3:4])([CH3:2])[CH3:3] |f:1.2|. Procedure: 168 mg (0.83 mmol) 4-hydroxy-piperidine-1-carboxylic acid tert-butyl ester were dissolved in 5 mL of dimethylacetamide and 20 mg (0.83 mmol) of sodium hydride (60%) were added. The mixture was stirred at room temperature. After 30 minutes a solution of 240 mg (0.67 mmol) 6-fluoro-2-(4-methoxy-benzyl)-7-phenyl-2H-iso-quinolin-1-one (315) in 5 mL of dimethylacetamide was added and stirring was continued at room temperature. After standing overnight, 20 mg (0.83 mmol) of sodium hydride (60%) were a... Starting materials: C1CCC=2C(=CC=CC12)O (2,3-dihydro-1H-inden-4-ol), C(C)(=O)OC(C)=O (acetic anhydride), O (water), O(CC)CC (1,1'-oxybisethane). The solvent is S(O)(O)(=O)=O (sulfuric acid). Conditions: time 1 hour. The product is C(C)(=O)OC=1C=2CCCC2C=CC1 (2,3-dihydro-1H-inden-4-ol acetate). The yield is 115.0%. Reaction SMILES: [CH2:1]1[C:9]2[CH:8]=[CH:7][CH:6]=[C:5]([OH:10])[C:4]=2[CH2:3][CH2:2]1.[C:11](OC(=O)C)(=[O:13])[CH3:12].O.O(CC)CC>S(=O)(=O)(O)O>[C:11]([O:10][C:5]1[C:4]2[CH2:3][CH2:2][CH2:1][C:9]=2[CH:8]=[CH:7][CH:6]=1)(=[O:13])[CH3:12]. Procedure: A mixture of 2,3-dihydro-1H-inden-4-ol (0.37 mol) and acetic anhydride (0.37 mol) in sulfuric acid (300 ml) was stirred for 1 hour at room temperature. The reaction mixture was poured out into a mixture of water and 1,1'-oxybisethane. The organic layer was separated, dried (MgSO4), filtered and the solvent was evaporated, yielding 75 g (>100% crude residue) of 2,3-dihydro-1H-inden-4-ol acetate (ester) (interm. 1-a). The reactants are BrCCOC1CCCCO1, CN1CCc2[nH]c(=O)n(C)c(=O)c2C1, Cl, [H-], [Na+], CN(C)C=O. The product is CN1CCc2c(c(=O)n(C)c(=O)n2CCOC2CCCCO2)C1. Reaction SMILES: [Br:18][CH2:19][CH2:20][O:21][CH:22]1[O:23][CH2:24][CH2:25][CH2:26][CH2:27]1.[CH3:2][n:3]1[c:4](=[O:15])[nH:5][c:6]2[c:7]([c:8]1=[O:9])[CH2:10][N:11]([CH3:14])[CH2:12][CH2:13]2.[ClH:1].[H-:16].[Na+:17].[O:28]=[CH:29][N:30]([CH3:31])[CH3:32]>>[CH3:2][n:3]1[c:4](=[O:15])[n:5]([CH2:19][CH2:20][O:21][CH:22]2[O:23][CH2:24][CH2:25][CH2:26][CH2:27]2)[c:6]2[c:7]([c:8]1=[O:9])[CH2:10][N:11]([CH3:14])[CH2:12][CH2:13]2. Reactants: [OH-].[Na+] (NaOH), CC1=C(COC=2C=C(C(=O)OCC)C=CC2)C(=CC=C1)C (Ethyl 3-(2,6-dimethylbenzyloxy)benzoate), Cl (HCl). The solvent is alcohol. Conditions: time 3 hour. Product: CC1=C(COC=2C=C(C(=O)O)C=CC2)C(=CC=C1)C (3-(2,6-Dimethylbenzyloxy)benzoic acid). As a reaction SMILES: [OH-].[Na+].[CH3:3][C:4]1[CH:22]=[CH:21][CH:20]=[C:19]([CH3:23])[C:5]=1[CH2:6][O:7][C:8]1[CH:9]=[C:10]([CH:16]=[CH:17][CH:18]=1)[C:11]([O:13]CC)=[O:12].Cl>>[CH3:23][C:19]1[CH:20]=[CH:21][CH:22]=[C:4]([CH3:3])[C:5]=1[CH2:6][O:7][C:8]1[CH:9]=[C:10]([CH:16]=[CH:17][CH:18]=1)[C:11]([OH:13])=[O:12] |f:0.1|. Procedure details: 1N NaOH (86 ml) was added to a stirred solution of Ethyl 3-(2,6-dimethylbenzyloxy)benzoate (Step A, 16.31 g, 57.4 mmol) in absolute alcohol (150 ml). After 3 hours of stirring at room temperature, the reaction mixture was acidified with 1M HCl and concentrated in vacuo. The organic residue was taken into chloroform and washed with 1N HCl, dried over Na2SO4, filtered, concentrated and purified by flash chromatography using chloroform:methanol (95:5 spiked with acetic acid) as elutent. Starting materials: N(=NC(=O)OC(C)C)C(=O)OC(C)C (diisopropyl azodicarboxylate), O=C1C(O)=C(O)[C@H](O1)[C@@H](O)CO (ascorbic acid), OC1=CC=C(C=C1)/C=C/C(=O)OCC(CCCC)CC (2-ethylhexyl(E)-3-(4-hydroxyphenyl)acrylate). The solvent is CN(C=O)C (di-methylformamide), CN(C=O)C (dimethylformamide). Reaction conditions: time 30 minute. Yields the product OC=1[C@H](OC(C1O)=O)[C@@H](COC1=CC=C(C=C1)/C=C/C(=O)OCC(CCCC)CC)O (2-ethylhexyl(E)-3-{4-[(R)-2-((R)-3,4-dihydroxy-5-oxo-2,5-di-hydrofuran-2-yl)-2-hydroxyethoxy]phenyl}acrylate). As a reaction SMILES: [O:1]=[C:2]1[O:8][C@H:7]([C@H:9]([CH2:11][OH:12])[OH:10])[C:5]([OH:6])=[C:3]1[OH:4].N(C(OC(C)C)=O)=NC(OC(C)C)=O.O[C:28]1[CH:33]=[CH:32][C:31](/[CH:34]=[CH:35]/[C:36]([O:38][CH2:39][CH:40]([CH2:45][CH3:46])[CH2:41][CH2:42][CH2:43][CH3:44])=[O:37])=[CH:30][CH:29]=1>CN(C)C=O>[OH:6][C:5]1[C@@H:7]([C@H:9]([OH:10])[CH2:11][O:12][C:28]2[CH:33]=[CH:32][C:31](/[CH:34]=[CH:35]/[C:36]([O:38][CH2:39][CH:40]([CH2:45][CH3:46])[CH2:41][CH2:42][CH2:43][CH3:44])=[O:37])=[CH:30][CH:29]=2)[O:8][C:2](=[O:1])[C:3]=1[OH:4]. Procedure details: 20 g of ascorbic acid (113.5 mmol; 1 eq.) are dissolved in 100 ml of di-methylformamide in an argon-flushed 3-necked flask, 32.76 g of triphenyl-phosphine are added, and 25.3 g of diisopropyl azodicarboxylate (124.9 mmol; 1.1 eq) are slowly added dropwise at 0° C. After 30 min, the 2-ethylhexyl(E)-3-(4-hydroxyphenyl)acrylate (32.95 g; 1.05 eq; 119.2 mmol) dissolved in 45 ml of dimethylformamide is added dropwise. After 30 min at 0° C., the mixture is stirred at room temperature for a further 6 h...